describe an organic reaction: reactants, conditions, products, and yield From a dataset of the Open Reaction Database (ORD), a public repository of structured organic reaction records. Product: COC1=C(C=CC=C1)C=1C=C2C(=CC(NC2=CC1)(C)C)CNC1=CC=CC=C1 ([6-(2-methoxyphenyl)-2,2-dimethyl-1,2-dihydroquinolin-4-ylmethyl]phenylamine). As a reaction SMILES: C(S[CH2:5][C:6]1[C:15]2[C:10](=[CH:11][CH:12]=[C:13]([C:16]3[CH:21]=[CH:20][CH:19]=[CH:18][C:17]=3[O:22][CH3:23])[CH:14]=2)[NH:9][C:8]([CH3:25])([CH3:24])[CH:7]=1)C=C.BrCC1[C:37]2[C:32](=[CH:33][CH:34]=[C:35](C3C=CC=CC=3OC)[CH:36]=2)[NH:31]C(C)(C)C=1.C(=O)([O-])[O-].[K+].[K+].C(S)C=C>>[CH3:23][O:22][C:17]1[CH:18]=[CH:19][CH:20]=[CH:21][C:16]=1[C:13]1[CH:14]=[C:15]2[C:10](=[CH:11][CH:12]=1)[NH:9][C:8]([CH3:24])([CH3:25])[CH:7]=[C:6]2[CH2:5][NH:31][C:32]1[CH:37]=[CH:36][CH:35]=[CH:34][CH:33]=1 |f:2.3.4|. The reactants are C(C=C)SCC1=CC(NC2=CC=C(C=C12)C1=C(C=CC=C1)OC)(C)C (4-Allylsulfanylmethyl-6-(2-methoxyphenyl)-2,2-dimethyl-1,2-dihydroquinoline), BrCC1=CC(NC2=CC=C(C=C12)C1=C(C=CC=C1)OC)(C)C (4-bromomethyl-6-(2-methoxyphenyl)-2,2-dimethyl-1,2-dihydroquinoline), C([O-])([O-])=O.[K+].[K+] (potassium carbonate), C(C=C)S (allyl mercaptan). Procedure details: 4-Allylsulfanylmethyl-6-(2-methoxyphenyl)-2,2-dimethyl-1,2-dihydroquinoline 50 mg of 4-bromomethyl-6-(2-methoxyphenyl)-2,2-dimethyl-1,2-dihydroquinoline, 46 mg of potassium carbonate, and 15 μL of allyl mercaptan reacted to give 5 mg of the title compound as a foam. Starting materials: COC1=NC(=NC(=C1)OC)OC1=CC=C2C(C(=C(O2)C)C(=S)CC)=C1C(=O)OCC=C (allyl 5-(4,6-dimethoxypyrimidin-2-yl)oxy-3-ethylthiocarbonyl-2-methylbenzofuran-4-carboxylate), CC1(CC(=O)CC(=O)C1)C (dimedone), tetrakistriphenylphosphine palladium (0). Run in O1CCCC1 (tetrahydrofuran). Reaction conditions: time 3 hour. The product is COC1=NC(=NC(=C1)OC)OC1=CC=C2C(C(=C(O2)C)C(=S)CC)=C1C(=O)O (5-(4,6-Dimethoxypyrimidin-2-yl)oxy-3-ethylthiocarbonyl-2-methylbenzofuran-4-carboxylic Acid). The yield is 91.4%. Reaction SMILES: [CH3:1][O:2][C:3]1[CH:8]=[C:7]([O:9][CH3:10])[N:6]=[C:5]([O:11][C:12]2[C:25]([C:26]([O:28]CC=C)=[O:27])=[C:16]3[C:17]([C:21]([CH2:23][CH3:24])=[S:22])=[C:18]([CH3:20])[O:19][C:15]3=[CH:14][CH:13]=2)[N:4]=1.CC1(C)CC(=O)CC(=O)C1>O1CCCC1>[CH3:1][O:2][C:3]1[CH:8]=[C:7]([O:9][CH3:10])[N:6]=[C:5]([O:11][C:12]2[C:25]([C:26]([OH:28])=[O:27])=[C:16]3[C:17]([C:21]([CH2:23][CH3:24])=[S:22])=[C:18]([CH3:20])[O:19][C:15]3=[CH:14][CH:13]=2)[N:4]=1. Reported procedure: 1.60 g of allyl 5-(4,6-dimethoxypyrimidin-2-yl)oxy-3-ethylthiocarbonyl-2-methylbenzofuran-4-carboxylate and 0.54 g of dimedone were dissolved in 14 ml of tetrahydrofuran, and 40 mg of tetrakistriphenylphosphine palladium (0) was added thereto under a nitrogen atmosphere. The mixture was stirred at room temperature for 3 hours. The reaction solution was concentrated under reduced pressure, and the residue was purified by silica gel column chromatography (n-hexane/ethyl acetate=2/1) to obtain 1.33...